Dataset: the Open Reaction Database (ORD), a public repository of structured organic reaction records. Task: describe an organic reaction: reactants, conditions, products, and yield Reactants: C(C)(C)(C)OC(=O)N1C(=CC=2C1=NC=CC2)B(O)O (1-(tert-butoxycarbonyl)-1H-pyrrolo[2,3-b]pyridin-2-ylboronic acid), BrC=1C=C(C(N1)=CN(CC)CC)OC (N-((5-bromo-3-methoxy-2H-pyrrol-2-ylidene)methyl)-N-ethylethanamine), Pd(dppf)2Cl2CH2Cl2, [O-]P(=O)([O-])[O-].[K+].[K+].[K+] (K3PO4), O1CCOCC1 (1,4-Dioxane). Run in O (water), CCO (EtOH), O (water). Run at temperature 80 celsius, time 0.5 hour. Yields the product COC1=C(NC(=C1)C1=CC=2C(=NC=CC2)N1)C=O (3-methoxy-5-(1H-pyrrolo[2,3-b]pyridin-2-yl)-1H-pyrrole-2-carbaldehyde). Isolated yield 14.1%. RXN SMILES: C(OC([N:8]1[C:12]2=[N:13][CH:14]=[CH:15][CH:16]=[C:11]2[CH:10]=[C:9]1B(O)O)=O)(C)(C)C.Br[C:21]1[CH:22]=[C:23]([O:32][CH3:33])[C:24](=[CH:26]N(CC)CC)[N:25]=1.[O-:34]P([O-])([O-])=O.[K+].[K+].[K+].O1CCOCC1>O.CCO>[CH3:33][O:32][C:23]1[CH:22]=[C:21]([C:9]2[NH:8][C:12]3=[N:13][CH:14]=[CH:15][CH:16]=[C:11]3[CH:10]=2)[NH:25][C:24]=1[CH:26]=[O:34] |f:2.3.4.5|. Procedure: A mixture of 1-(tert-butoxycarbonyl)-1H-pyrrolo[2,3-b]pyridin-2-ylboronic acid (150 mg, 0.57 mmol), N-((5-bromo-3-methoxy-2H-pyrrol-2-ylidene)methyl)-N-ethylethanamine (114 mg, 0.44 mmol, provided by Chemzon Scientific Inc, Montreal, Canada), Pd(dppf)2Cl2CH2Cl2 (16 mg, 0.02 mmol) and K3PO4 (187 mg, 0.88 mmol) in a 20 mL sealed-tube flask was vented 4 times with nitrogen. 1,4-Dioxane (2.2 mL) and water (0.3 mL) were introduced by syringe and the mixture was vented twice with nitrogen. The reactio... The reactants are COC=1C=CC2=C(SC(=C2)C#N)C1 (6-methoxybenzo[b]thiophene-2-carbonitrile), [Cl-].[NH+]1=CC=CC=C1 (pyridinium chloride). Conditions: temperature 195 celsius. The product is OC=1C=CC2=C(SC(=C2)C#N)C1 (6-hydroxybenzo[b]thiophene-2-carbonitrile). Yield: 70.6%. Reaction SMILES: C[O:2][C:3]1[CH:4]=[CH:5][C:6]2[CH:10]=[C:9]([C:11]#[N:12])[S:8][C:7]=2[CH:13]=1.[Cl-].[NH+]1C=CC=CC=1>>[OH:2][C:3]1[CH:4]=[CH:5][C:6]2[CH:10]=[C:9]([C:11]#[N:12])[S:8][C:7]=2[CH:13]=1 |f:1.2|. Procedure: A mixture of 6-methoxybenzo[b]thiophene-2-carbonitrile (2.6 g, 13.74 mmol) and pyridinium chloride (12.5 g, 108.17 mmol) was heated at 190-200° C. for 1.5 h. The mixture was allowed to cool to room temperature and then triturated with cold water (30 mL). The precipitated solid was collected by filtration, washed with water (10 mL), and recrystallized from toluene to give 1.7 g (71%) of 6-hydroxybenzo[b]thiophene-2-carbonitrile as a brown solid, mp 195-198° C. Starting materials: CCOC(=O)C(c1ccc([N+](=O)[O-])cc1)c1cc(C)c(C(=O)c2ccccc2)n1C, C1CCOC1, CO, [Li+], [OH-]. Product: Cc1cc(Cc2ccc([N+](=O)[O-])cc2)n(C)c1C(=O)c1ccccc1. Reaction SMILES: [C:1]([c:2]1[cH:3][cH:4][cH:5][cH:6][cH:7]1)(=[O:8])[c:9]1[c:10]([CH3:30])[cH:11][c:12]([CH:15]([C:16]([O:17][CH2:18][CH3:19])=[O:20])[c:21]2[cH:22][cH:23][c:24]([N+:27](=[O:28])[O-:29])[cH:25][cH:26]2)[n:13]1[CH3:14].[CH2:35]1[O:36][CH2:37][CH2:38][CH2:39]1.[CH3:33][OH:34].[Li+:32].[OH-:31]>>[C:1]([c:2]1[cH:3][cH:4][cH:5][cH:6][cH:7]1)(=[O:8])[c:9]1[c:10]([CH3:30])[cH:11][c:12]([CH2:15][c:21]2[cH:22][cH:23][c:24]([N+:27](=[O:28])[O-:29])[cH:25][cH:26]2)[n:13]1[CH3:14].